This data is from the Open Reaction Database (ORD), a public repository of structured organic reaction records. The task is: describe an organic reaction: reactants, conditions, products, and yield Yields the product CN(C(=O)Oc1ccc(C(=O)NC2CC2)cc1)c1ccccc1. Reactants: NC1CC1, CN(C(=O)Oc1ccc(C(=O)ON2C(=O)CCC2=O)cc1)c1ccccc1. Reaction SMILES: [CH:28]1([NH2:31])[CH2:29][CH2:30]1.[O:1]=[C:2]1[CH2:3][CH2:4][C:5](=[O:6])[N:7]1[O:8][C:9]([c:10]1[cH:11][cH:12][c:13]([O:16][C:17]([N:18]([c:19]2[cH:20][cH:21][cH:22][cH:23][cH:24]2)[CH3:25])=[O:26])[cH:14][cH:15]1)=[O:27]>>[C:9]([c:10]1[cH:11][cH:12][c:13]([O:16][C:17]([N:18]([c:19]2[cH:20][cH:21][cH:22][cH:23][cH:24]2)[CH3:25])=[O:26])[cH:14][cH:15]1)(=[O:27])[NH:31][CH:28]1[CH2:29][CH2:30]1. The reactants are Cl (hydrochloric acid), C(C1=CC=CC=C1)C1=CC=C(C=S)C=C1 (4-benzylthiobenzaldehyde), ClCCOC[Mg]Cl (2-chloroethoxymethylmagnesium chloride), ice water, [Cl-].[NH4+] (ammonium chloride), C(C)(=O)OCC (ethyl acetate). Run in O1CCCC1 (tetrahydrofuran), O1CCCC1 (tetrahydrofuran). Run at temperature -10 celsius, time 1 hour. The product is C(C1=CC=CC=C1)SC1=CC=C(C=C1)C(COCCCl)O (1-(4-benzylthiophenyl)-2-(2-chloroethoxy)ethanol). As a reaction SMILES: C([C:8]1[CH:15]=[CH:14][C:11]([CH:12]=[S:13])=[CH:10][CH:9]=1)C1C=CC=CC=1.[Cl:16][CH2:17][CH2:18][O:19][CH2:20][Mg]Cl.[Cl-].[NH4+].Cl.C([O:29][CH2:30][CH3:31])(=O)C>O1CCCC1>[CH2:12]([S:13][C:8]1[CH:15]=[CH:14][C:31]([CH:30]([OH:29])[CH2:20][O:19][CH2:18][CH2:17][Cl:16])=[CH:10][CH:9]=1)[C:11]1[CH:10]=[CH:9][CH:8]=[CH:15][CH:14]=1 |f:2.3|. Procedure details: 1.19 g of 4-benzylthiobenzaldehyde was dissolved in 20 ml of tetrahydrofuran. The solution was cooled to -10° C. Thereto was dropwise added 10 ml of a tetrahydrofuran solution containing 2M of 2-chloroethoxymethylmagnesium chloride in 10 minutes. The resulting mixture was stirred for 1 hour with ice cooling. The reaction mixture was added to a mixture of 50 ml of ice water, 50 ml of ethyl acetate and 1 g of ammonium chloride. The resulting mixture was adjusted to pH 2 with 6N hydrochloric acid. ... The reactants are CC(C)(C)c1ccc(S(=O)(=O)Cl)cc1, Cn1nncc1C(=O)c1cc(Cl)ccc1N, c1ccncc1. Product: Cn1nncc1C(=O)c1cc(Cl)ccc1NS(=O)(=O)c1ccc(C(C)(C)C)cc1. As a reaction SMILES: [C:17]([CH3:18])([CH3:19])([CH3:20])[c:21]1[cH:22][cH:23][c:24]([S:27](=[O:28])(=[O:29])[Cl:30])[cH:25][cH:26]1.[NH2:1][c:2]1[c:3]([C:9](=[O:10])[c:11]2[n:12]([CH3:16])[n:13][n:14][cH:15]2)[cH:4][c:5]([Cl:8])[cH:6][cH:7]1.[cH:31]1[cH:32][cH:33][n:34][cH:35][cH:36]1>>[NH:1]([c:2]1[c:3]([C:9](=[O:10])[c:11]2[n:12]([CH3:16])[n:13][n:14][cH:15]2)[cH:4][c:5]([Cl:8])[cH:6][cH:7]1)[S:27]([c:24]1[cH:23][cH:22][c:21]([C:17]([CH3:18])([CH3:19])[CH3:20])[cH:26][cH:25]1)(=[O:28])=[O:29]. Yield: 84.7%. Reactants: S(=O)(=O)(OC[C@@H]1CO1)C1=CC=C([N+](=O)[O-])C=C1 ((S)-Glycidyl nosylate), C(=O)([O-])[O-].[K+].[K+] (K2CO3), CS(=O)C (dimethyl sulfoxide), OC1=C2C=CNC2=CC=C1 (4-Hydroxyindole). Solvent: CC(=O)C (acetone), O (H2O). RXN SMILES: C([O-])([O-])=O.[K+].[K+].CS(C)=O.[OH:11][C:12]1[CH:20]=[CH:19][CH:18]=[C:17]2[C:13]=1[CH:14]=[CH:15][NH:16]2.S(C1C=CC([N+]([O-])=O)=CC=1)(O[CH2:25][C@H:26]1[O:28][CH2:27]1)(=O)=O>CC(C)=O.O>[O:28]1[CH2:27][C@H:26]1[CH2:25][O:11][C:12]1[CH:20]=[CH:19][CH:18]=[C:17]2[C:13]=1[CH:14]=[CH:15][NH:16]2 |f:0.1.2|. Procedure: Powdered K2CO3 (40 grams, 289 mmol, 300 mesh) was added to dimethyl sulfoxide (DMSO) (200 mL) containing H2O (4 mL) under N2 at room temperature and the mixture was stirred for 30 minutes. 4-Hydroxyindole (25.2 grams, 189 mmol) was added to the mixture (slight exotherm to 27° C.) and the mixture was stirred for 10 minutes. (S)-Glycidyl nosylate (50.0 grams, 193 mmol, 98.5% ee) was added (slight endotherm). The slurry was stirred for 30 minutes at 20-25° C. and for 23 hours at 25-27° C. until the... The product is O1[C@@H](C1)COC1=C2C=CNC2=CC=C1 (4-[(2S)-Oxiranylmethoxy]-1H-indole). Conditions: time 30 minute. Product: NC=1N=C(C2=C(N1)C(CCCC2)(C)C)O (2-amino-9,9-dimethyl-6,7,8,9-tetrahydro-5H-cyclohepta[d]pyrimidin-4-ol). RXN SMILES: [CH3:1][C:2]1([CH3:14])[CH2:8][CH2:7][CH2:6][CH2:5][CH:4]([C:9](OC)=[O:10])[C:3]1=O.[N+]([O-])(O)=O.[NH2:19][C:20]([NH2:22])=[NH:21].C(=O)([O-])[O-].[K+].[K+].O>CN(C=O)C.CC(O)=O>[NH2:22][C:20]1[N:19]=[C:9]([OH:10])[C:4]2[CH2:5][CH2:6][CH2:7][CH2:8][C:2]([CH3:14])([CH3:1])[C:3]=2[N:21]=1 |f:1.2,3.4.5|. Procedure details: A mixture of Example 1B (1.668 g, 8.41 mmol), guanidine nitrate (2.054 g, 16.83 mmol), and potassium carbonate (2.326 g, 16.83 mmol) was heated in DMF (17 mL) at 120° C. overnight. After this time, the mixture was cooled to room temperature and poured into water. The liquid was adjusted to pH 5 with HOAc, then the precipitate was collected by filtration, washed with water, and air-dried. It was further dried by azeotroping with toluene to yield the title compound. 1H NMR (300 MHz, DMSO-d6) δ 10.... Starting materials: O (water), CC1(C(C(CCCC1)C(=O)OC)=O)C (Methyl 3,3-dimethyl-2-oxocycloheptanecarboxylate), [N+](=O)(O)[O-].NC(=N)N (guanidine nitrate), C([O-])([O-])=O.[K+].[K+] (potassium carbonate). Solvent: CN(C)C=O (DMF), CC(=O)O (HOAc). The reactants are O=C([O-])O, CC#N, CCOC(C)=O, O=C(CCl)c1c[nH]c2ccccc12, [K+], O=C1C(Cc2c[nH]c3ccccc23)NCCN1CCc1ccccc1. Product: O=C(CN1CCN(CCc2ccccc2)C(=O)C1Cc1c[nH]c2ccccc12)c1c[nH]c2ccccc12. RXN SMILES: [C:39](=[O:40])([OH:41])[O-:42].[CH3:44][C:45]#[N:46].[CH3:47][CH2:48][O:49][C:50](=[O:51])[CH3:52].[Cl:26][CH2:27][C:28](=[O:29])[c:30]1[cH:31][nH:32][c:33]2[cH:34][cH:35][cH:36][cH:37][c:38]12.[K+:43].[nH:1]1[cH:2][c:3]([CH2:10][CH:11]2[C:12](=[O:25])[N:13]([CH2:17][CH2:18][c:19]3[cH:20][cH:21][cH:22][cH:23][cH:24]3)[CH2:14][CH2:15][NH:16]2)[c:4]2[cH:5][cH:6][cH:7][cH:8][c:9]12>>[nH:1]1[cH:2][c:3]([CH2:10][CH:11]2[C:12](=[O:25])[N:13]([CH2:17][CH2:18][c:19]3[cH:20][cH:21][cH:22][cH:23][cH:24]3)[CH2:14][CH2:15][N:16]2[CH2:27][C:28](=[O:29])[c:30]2[cH:31][nH:32][c:33]3[cH:34][cH:35][cH:36][cH:37][c:38]23)[c:4]2[cH:5][cH:6][cH:7][cH:8][c:9]12. The reactants are C22H23Cl2N5O2, ClC1=CC2=C(NC(=N2)[C@H](C)NC(C2=CC(=C(C=C2)C(=O)N2[C@@H](CCC2)CNC(=O)OC(C)(C)C)Cl)=O)C=C1 (N-[(1S)-1-(5-chloro-1H-benzimidazol-2-yl)ethyl]-3-chloro-4-[(2S)-2-(N-tert-butoxycarbonylaminomethyl)pyrrolidin-1-ylcarbonyl]benzamide), FC(C(=O)O)(F)F (trifluoroacetic acid), ClCl (chlorine), ClCCl.CO.N (dichloromethane methanol ammonia), ClCl (chlorine). Product: ClC1=CC2=C(NC(=N2)[C@H](C)NC(C2=CC(=C(C=C2)C(=O)N2[C@@H](CCC2)CN)Cl)=O)C=C1 (N-[(1S)-1-(5-chloro-1H-benzimidazol-2-yl)ethyl]-3-chloro-4-[(2S)-2-aminomethylpyrrolidin-1-ylcarbonyl]benzamide). Yield: 91.0%. Reaction SMILES: [Cl:1][C:2]1[CH:38]=[CH:37][C:5]2[NH:6][C:7]([C@@H:9]([NH:11][C:12](=[O:36])[C:13]3[CH:18]=[CH:17][C:16]([C:19]([N:21]4[CH2:25][CH2:24][CH2:23][C@H:22]4[CH2:26][NH:27]C(OC(C)(C)C)=O)=[O:20])=[C:15]([Cl:35])[CH:14]=3)[CH3:10])=[N:8][C:4]=2[CH:3]=1.FC(F)(F)C(O)=O.ClCCl.CO.N.ClCl>>[Cl:1][C:2]1[CH:38]=[CH:37][C:5]2[NH:6][C:7]([C@@H:9]([NH:11][C:12](=[O:36])[C:13]3[CH:18]=[CH:17][C:16]([C:19]([N:21]4[CH2:25][CH2:24][CH2:23][C@H:22]4[CH2:26][NH2:27])=[O:20])=[C:15]([Cl:35])[CH:14]=3)[CH3:10])=[N:8][C:4]=2[CH:3]=1 |f:2.3.4|. Reported procedure: Prepared analogously to Example 17 from N-[(1S)-1-(5-chloro-1H-benzimidazol-2-yl)ethyl]-3-chloro-4-[(2S)-2-(N-tert-butoxycarbonylaminomethyl)pyrrolidin-1-ylcarbonyl]benzamide and trifluoroacetic acid. Yield: 91%; Rf value: 0.10 (silica gel; dichloromethane/methanol/ammonia=9:1:0.1); C22H23Cl2N5O2 (460.36); mass spectrum: (M+H)+=460/462 (chlorine isotope) and (M−H)−=458/460 (chlorine isotope).